From a dataset of the Open Reaction Database (ORD), a public repository of structured organic reaction records. describe an organic reaction: reactants, conditions, products, and yield Starting materials: C1=CC=CC2=CC=CC=C12 (naphthalene), C1(=CC=CC2=CC=CC=C12)O (1-naphthol). Yields the product C1=C(C=CC2=CC=CC=C12)O (2-naphthol). RXN SMILES: [CH:1]1[C:10]2[C:5](=[CH:6][CH:7]=[CH:8][CH:9]=2)[CH:4]=[CH:3][CH:2]=1.C1([OH:21])C2C(=CC=CC=2)C=CC=1>>[CH:9]1[C:10]2[C:5](=[CH:4][CH:3]=[CH:2][CH:1]=2)[CH:6]=[CH:7][C:8]=1[OH:21]. Procedure details: A further selective hydroxylation reaction was carried out with the sol-gel-embedded CYP BM-3 on the substrate naphthalene. 77% of the precursor were hydroxylated. The main product obtained was 1-naphthol (85%), and 2-naphthol was obtained as by-product (15%) (detected by gas chromatography).